From a dataset of the Open Reaction Database (ORD), a public repository of structured organic reaction records. describe an organic reaction: reactants, conditions, products, and yield Reactants: C1(C=2C(C(N1CC1=C3C(=CC4=C(N1)C=CC=C4)C=CC=C3)=O)=CC=CC2)=O (6-phthalimidomethyl-5H-dibenz[b,e]azepine), C(=O)O (formic acid), [H][H] (hydrogen). The reagents and catalysts are [Pd] (palladium charcoal). Run in CN(C=O)C (dimethylformamide), CN(C=O)C (dimethylformamide). Run at temperature 50 celsius. The product is C1(C=2C(C(N1CC1C3=C(CC4=C(N1)C=CC=C4)C=CC=C3)=O)=CC=CC2)=O (6-(phthalimidomethyl)-6,11-dihydro-5H-dibenz[b,e]azepine). RXN SMILES: [C:1]1(=[O:27])[N:5]([CH2:6][C:7]2[NH:13][C:12]3[CH:14]=[CH:15][CH:16]=[CH:17][C:11]=3[CH:10]=[C:9]3[CH:18]=[CH:19][CH:20]=[CH:21][C:8]=23)[C:4](=[O:22])[C:3]2=[CH:23][CH:24]=[CH:25][CH:26]=[C:2]12.C(O)=O.[H][H]>CN(C)C=O.[Pd]>[C:4]1(=[O:22])[N:5]([CH2:6][CH:7]2[NH:13][C:12]3[CH:14]=[CH:15][CH:16]=[CH:17][C:11]=3[CH2:10][C:9]3[CH:18]=[CH:19][CH:20]=[CH:21][C:8]2=3)[C:1](=[O:27])[C:2]2=[CH:26][CH:25]=[CH:24][CH:23]=[C:3]12. Procedure: A suspension of 110.0 kg of 6-phthalimidomethyl-5H-dibenz[b,e]azepine in 911.4 liters of dimethylformamide, 28.7 kg of formic acid and a suspension of 12.5 kg of 10% palladium charcoal in 25 liters of dimethylformamide is fed into a 1200 liter VA-propulsive jet loop reactor. The reaction mixture is heated to 70° C. and hydrogenated under 7 bar of absolute hydrogen pressure. After the catalyst has been filtered off and the reaction equipment and catalyst have been washed with 80 liters of dimethy...